From a dataset of the Open Reaction Database (ORD), a public repository of structured organic reaction records. describe an organic reaction: reactants, conditions, products, and yield Reactants: BrC=1C=C(C=O)C=CC1F (3-bromo-4-fluorobenzaldehyde), CC1(C2=C(C(=CC=C2)P(C3=CC=CC=C3)C4=CC=CC=C4)OC5=C(C=CC=C51)P(C6=CC=CC=C6)C7=CC=CC=C7)C (Xantphos), C([O-])([O-])=O.[Cs+].[Cs+] (cesium carbonate), CC1CCC(N1)=O (5-methylpyrrolidinone). Reagents/catalysts: C=1C=CC(=CC1)/C=C/C(=O)/C=C/C2=CC=CC=C2.C=1C=CC(=CC1)/C=C/C(=O)/C=C/C2=CC=CC=C2.C=1C=CC(=CC1)/C=C/C(=O)/C=C/C2=CC=CC=C2.[Pd].[Pd] (tris(dibenzylideneacetone)dipalladium(0)). Run in O1CCOCC1 (dioxane). Run at temperature 100 celsius. Product: FC1=C(C=C(C=O)C=C1)N1C(CCC1=O)C (4-fluoro-3-(2-methyl-5-oxopyrrolidin-1-yl)benzaldehyde). As a reaction SMILES: Br[C:2]1[CH:3]=[C:4]([CH:7]=[CH:8][C:9]=1[F:10])[CH:5]=[O:6].CC1(C)C2C(=C(P(C3C=CC=CC=3)C3C=CC=CC=3)C=CC=2)OC2C(P(C3C=CC=CC=3)C3C=CC=CC=3)=CC=CC1=2.C(=O)([O-])[O-].[Cs+].[Cs+].[CH3:59][CH:60]1[NH:64][C:63](=[O:65])[CH2:62][CH2:61]1>C1C=CC(/C=C/C(/C=C/C2C=CC=CC=2)=O)=CC=1.C1C=CC(/C=C/C(/C=C/C2C=CC=CC=2)=O)=CC=1.C1C=CC(/C=C/C(/C=C/C2C=CC=CC=2)=O)=CC=1.[Pd].[Pd].O1CCOCC1>[F:10][C:9]1[CH:8]=[CH:7][C:4]([CH:5]=[O:6])=[CH:3][C:2]=1[N:64]1[C:63](=[O:65])[CH2:62][CH2:61][CH:60]1[CH3:59] |f:2.3.4,6.7.8.9.10|. Procedure details: A 100 mL round bottom flask was charged with 3-bromo-4-fluorobenzaldehyde (1.0 g, 4.93 mmol), tris(dibenzylideneacetone)dipalladium(0) (450 mg, 0.493 mmol), Xantphos (4,5-bis(diphenylphosphino)-9,9-dimethylxanthene) (428 mg, 0.739 mmol), and cesium carbonate (2.4 g, 7.39 mmol). The mixture was purged with nitrogen, and anhydrous dioxane (15 mL), and 5-methylpyrrolidinone (0.586 g, 5.91 mmol) were added. The reaction mixture was purged with nitrogen again, and heated at 100° C. for 20 hours. Afte... The reactants are CC(C)(C)OC(=O)NC(Cc1ccccc1C(F)(F)F)C(=O)O, CCN(C(C)C)C(C)C, ClC(Cl)Cl, Cn1ncc(Cl)c1-c1cc(C(=O)O)sc1Cl, NC(Cc1cccc(C(F)(F)F)c1)CN1C(=O)c2ccccc2C1=O. Product: Cn1ncc(Cl)c1-c1cc(C(=O)NC(Cc2cccc(C(F)(F)F)c2)CN2C(=O)c3ccccc3C2=O)sc1Cl. Reaction SMILES: [CH3:42][C:43]([O:44][C:45]([NH:46][CH:47]([C:48]([OH:49])=[O:50])[CH2:51][c:52]1[cH:53][cH:54][cH:55][cH:56][c:57]1[C:58]([F:59])([F:60])[F:61])=[O:62])([CH3:63])[CH3:64].[CH:65]([N:66]([CH2:67][CH3:68])[CH:69]([CH3:70])[CH3:71])([CH3:72])[CH3:73].[CH:74]([Cl:75])([Cl:76])[Cl:77].[Cl:1][c:2]1[c:3](-[c:10]2[c:11]([Cl:16])[cH:12][n:13][n:14]2[CH3:15])[cH:4][c:5]([C:7](=[O:8])[OH:9])[s:6]1.[NH2:17][CH:18]([CH2:19][N:20]1[C:21](=[O:30])[c:22]2[cH:23][cH:24][cH:25][cH:26][c:27]2[C:28]1=[O:29])[CH2:31][c:32]1[cH:33][c:34]([C:38]([F:39])([F:40])[F:41])[cH:35][cH:36][cH:37]1>>[Cl:1][c:2]1[c:3](-[c:10]2[c:11]([Cl:16])[cH:12][n:13][n:14]2[CH3:15])[cH:4][c:5]([C:7](=[O:9])[NH:17][CH:18]([CH2:19][N:20]2[C:21](=[O:30])[c:22]3[cH:23][cH:24][cH:25][cH:26][c:27]3[C:28]2=[O:29])[CH2:31][c:32]2[cH:33][c:34]([C:38]([F:39])([F:40])[F:41])[cH:35][cH:36][cH:37]2)[s:6]1. The reactants are C(=O)([O-])[O-].[K+].[K+] (K2CO3), BrC(C(=O)Br)CCBr (2,4-Dibromobutyryl bromide), NC1=CC=C(C#N)C=C1 (4-aminobenzonitrile), Na3PO4. Run in C(C)#N (acetonitrile). Product: BrC1C(N(CC1)C1=CC=C(C#N)C=C1)=O (4-(3-bromo-2-oxopyrrolidin-1-yl)benzonitrile). RXN SMILES: [Br:1][CH:2]([CH2:6][CH2:7]Br)[C:3](Br)=[O:4].[NH2:9][C:10]1[CH:17]=[CH:16][C:13]([C:14]#[N:15])=[CH:12][CH:11]=1.C([O-])([O-])=O.[K+].[K+]>C(#N)C>[Br:1][CH:2]1[CH2:6][CH2:7][N:9]([C:10]2[CH:17]=[CH:16][C:13]([C:14]#[N:15])=[CH:12][CH:11]=2)[C:3]1=[O:4] |f:2.3.4|. Reported procedure: 2,4-Dibromobutyryl bromide (BBBB, 12.13 g, 0.039 mole) was added via an addition funnel to a cold (5° C.), well stirred slurry of 4-aminobenzonitrile (4-ABN, 4.0 g, 0.034 mole), Na3PO4 (3.05 g, 0.019 mole) and acetonitrile (42 mL) while maintaining a temperature below 30° C. during the addition. The addition funnel was rinsed with acetonitrile (2 mL). Upon completion of the coupling (determined by LC), K2CO3 (9.36 g, 0.069 mole) was added via an addition funnel while maintaining the reaction tem... Reactants: O=C1CC(CN1C1=CC(=CC=C1)NC(NC1=CC=CC=C1)=O)C(=O)NC(CC(=O)OCC)C=1C=NC=CC1 (ethyl 3-((5-oxo-1-{3-((N-phenylcarbamoyl)amino)phenyl}pyrrolidin-3-yl)carbonylamino)-3-(3-pyridyl)propanoate), [OH-].[Na+] (NaOH). The solvent is C1CCOC1 (THF). Yields the product O=C1CC(CN1C1=CC(=CC=C1)NC(NC1=CC=CC=C1)=O)C(=O)NC(CC(=O)[O-])C=1C=NC=CC1.[Na+] (Sodium 3-((5-oxo-1-{3-((N-phenylcarbamoyl)amino)phenyl}pyrrolidin-3-yl)carbonylamino)-3-(3-pyridyl)propanoate). RXN SMILES: [O:1]=[C:2]1[N:6]([C:7]2[CH:12]=[CH:11][CH:10]=[C:9]([NH:13][C:14](=[O:22])[NH:15][C:16]3[CH:21]=[CH:20][CH:19]=[CH:18][CH:17]=3)[CH:8]=2)[CH2:5][CH:4]([C:23]([NH:25][CH:26]([C:33]2[CH:34]=[N:35][CH:36]=[CH:37][CH:38]=2)[CH2:27][C:28]([O:30]CC)=[O:29])=[O:24])[CH2:3]1.[OH-].[Na+:40]>C1COCC1>[O:1]=[C:2]1[N:6]([C:7]2[CH:12]=[CH:11][CH:10]=[C:9]([NH:13][C:14](=[O:22])[NH:15][C:16]3[CH:17]=[CH:18][CH:19]=[CH:20][CH:21]=3)[CH:8]=2)[CH2:5][CH:4]([C:23]([NH:25][CH:26]([C:33]2[CH:34]=[N:35][CH:36]=[CH:37][CH:38]=2)[CH2:27][C:28]([O-:30])=[O:29])=[O:24])[CH2:3]1.[Na+:40] |f:1.2,4.5|. Procedure: A solution of ethyl 3-((5-oxo-1-{3-((N-phenylcarbamoyl)amino)phenyl}pyrrolidin-3-yl)carbonylamino)-3-(3-pyridyl)propanoate (75 mg, 0.14 mmol, 1.0 eq), THF (1.0 mL), and 1.0 N NaOH (0.15 mL, 1.1 eq) was stirred at room temperature overnight. The solvent was removed on rotary evaporator. The title compound was obtained as an off-white solid. 1H NMR (MeOH-d4, 400 MHz): δ 2.77 (m, 4), 3.30 (m, 1, overlap with solvent), 4.08 (m, 2), 5.35 (m, 1), 7.01(m, 2), 7.28 (m, 4), 7.41(m, 3), 7.66 (m, 1), 7.86 ... The reactants are CCOC(C)=O, O=[N+]([O-])c1cc(-n2cccc2)cc([N+](=O)[O-])c1. The product is Nc1cc(-n2cccc2)cc([N+](=O)[O-])c1. As a reaction SMILES: [CH3:18][CH2:19][O:20][C:21](=[O:22])[CH3:23].[N+:1]([O-:2])(=[O:3])[c:4]1[cH:5][c:6](-[n:13]2[cH:14][cH:15][cH:16][cH:17]2)[cH:7][c:8]([N+:10](=[O:11])[O-:12])[cH:9]1>>[NH2:1][c:4]1[cH:5][c:6](-[n:13]2[cH:14][cH:15][cH:16][cH:17]2)[cH:7][c:8]([N+:10](=[O:11])[O-:12])[cH:9]1. Reactants: ClC=1C=C(C=CC1)S(=O)[O-].[Na+] (Sodium 3-chloro-benzenesulfinate), BrC1=C(C=2C3=C(N(C2C=C1)C)CC1CCC3N1)C(=O)OC(C)(C)C (tert-butyl 2-bromo-5-methyl-5,6,7,8,9,10-hexahydro-7,10-epiminocyclohepta[b]indole-carboxylate). The product is ClC=1C=C(C=CC1)S(=O)(=O)C1=C(C=2C3=C(N(C2C=C1)C)CC1CCC3N1)C(=O)OC(C)(C)C (tert-butyl 2-(3-chlorophenyl)sulfonyl-5-methyl-5,6,7,8,9,10-hexahydro-7,10-epiminocyclohepta[b]indole-carboxylate). Isolated yield 35.0%. RXN SMILES: [Cl:1][C:2]1[CH:3]=[C:4]([S:8]([O-:10])=[O:9])[CH:5]=[CH:6][CH:7]=1.[Na+].Br[C:13]1[CH:21]=[CH:20][C:19]2[N:18]([CH3:22])[C:17]3[CH2:23][CH:24]4[NH:28][CH:27]([C:16]=3[C:15]=2[C:14]=1[C:29]([O:31][C:32]([CH3:35])([CH3:34])[CH3:33])=[O:30])[CH2:26][CH2:25]4>>[Cl:1][C:2]1[CH:3]=[C:4]([S:8]([C:13]2[CH:21]=[CH:20][C:19]3[N:18]([CH3:22])[C:17]4[CH2:23][CH:24]5[NH:28][CH:27]([C:16]=4[C:15]=3[C:14]=2[C:29]([O:31][C:32]([CH3:35])([CH3:34])[CH3:33])=[O:30])[CH2:26][CH2:25]5)(=[O:10])=[O:9])[CH:5]=[CH:6][CH:7]=1 |f:0.1|. Procedure details: Intermediate 1 was coupled with the product of Example 27, step B following the procedure of Example 27, step C. The crude material was purified by flash column chromatography (SiO2, 8:2 hexanes/ethyl acetate) to give tert-butyl 2-(3-chlorophenyl)sulfonyl-5-methyl-5,6,7,8,9,10-hexahydro-7,10-epiminocyclohepta[b]indole-carboxylate (110 mg, 35%) as an off-white solid: 1H NMR (CDCl3, 300 MHz) δ 8.17-8.23 (m, 1H), 7.92-7.96 (m, 1H), 7.83-7.88 (m, 1H), 7.65-7.73 (m, 1H), 7.46-7.50 (m, 1H), 7.41 (t, J... Reactants: [OH-].[Na+] (sodium hydroxide), CN1N=C(C=C1O)C (1,3-dimethyl-1H-pyrazol-5-ol), CN(C)C=O (DMF), O=P(Cl)(Cl)Cl (POCl3). The solvent is O (water), ClC(C)Cl (dichloroethane), O (water), ClCCCl (1,2-dichloroethane). Reaction conditions: temperature 0 celsius. Product: ClC1=C(C(=NN1C)C)C=O (5-Chloro-1,3-dimethyl-1H-pyrazole-4-carbaldehyde), CNN (methylhydrazine). Reaction SMILES: C[N:2]([CH:4]=O)[CH3:3].O=P(Cl)(Cl)[Cl:8].[CH3:11][N:12]1[C:16]([OH:17])=[CH:15][C:14]([CH3:18])=[N:13]1.[OH-].[Na+]>ClCCCl.ClC(Cl)C.O>[Cl:8][C:4]1[N:2]([CH3:3])[N:13]=[C:14]([CH3:18])[C:15]=1[CH:16]=[O:17].[CH3:11][NH:12][NH2:13] |f:3.4|. Procedure details: To DMF (33.29 mL, 0.456 mol) was carefully added POCl3 (134.16 g, 81.5 mL 0.874 mol,) at 0° C. The reaction mixture was diluted with 1,2-dichloroethane (100 mL), then treated with a solution of crude 1,3-dimethyl-1H-pyrazol-5-ol (50 g, from Step 1) in dichloroethane (100 mL) under continued stirring at 0° C. The mixture was refluxed for 3 h, then left to stir overnight at room temperature. In order to decompose the formylating reagent, to the reaction mixture was added a solution of sodium hydro...